describe an organic reaction: reactants, conditions, products, and yield From a dataset of the Open Reaction Database (ORD), a public repository of structured organic reaction records. The reactants are CC(=O)N1CCc2c(sc(CCCl)c2Br)C1, Cl, Fc1ccc2c(C3CCNCC3)noc2c1. Yields the product CC(=O)N1CCc2c(sc(CCN3CCC(c4noc5cc(F)ccc45)CC3)c2Br)C1. Reaction SMILES: [C:1]([CH3:2])(=[O:3])[N:4]1[CH2:5][c:6]2[c:7]([c:10]([Br:16])[c:11]([CH2:13][CH2:14][Cl:15])[s:12]2)[CH2:8][CH2:9]1.[ClH:17].[F:18][c:19]1[cH:20][c:21]2[c:22]([c:23]([CH:26]3[CH2:27][CH2:28][NH:29][CH2:30][CH2:31]3)[n:24][o:25]2)[cH:32][cH:33]1>>[C:1]([CH3:2])(=[O:3])[N:4]1[CH2:5][c:6]2[c:7]([c:10]([Br:16])[c:11]([CH2:13][CH2:14][N:29]3[CH2:28][CH2:27][CH:26]([c:23]4[c:22]5[c:21]([cH:20][c:19]([F:18])[cH:33][cH:32]5)[o:25][n:24]4)[CH2:31][CH2:30]3)[s:12]2)[CH2:8][CH2:9]1.